Dataset: the Open Reaction Database (ORD), a public repository of structured organic reaction records. Task: describe an organic reaction: reactants, conditions, products, and yield Reactants: C[Si](C)(C)CCOCCl, [H-], Ic1ncnc2[nH]ccc12, [Na+], CN(C)C=O. Product: C[Si](C)(C)CCOCn1ccc2c(I)ncnc21. As a reaction SMILES: [CH3:13][Si:14]([CH3:15])([CH3:16])[CH2:17][CH2:18][O:19][CH2:20][Cl:21].[H-:11].[I:1][c:2]1[c:3]2[c:4]([n:5][cH:6][n:7]1)[nH:8][cH:9][cH:10]2.[Na+:12].[O:22]=[CH:23][N:24]([CH3:25])[CH3:26]>>[I:1][c:2]1[c:3]2[c:4]([n:5][cH:6][n:7]1)[n:8]([CH2:20][O:19][CH2:18][CH2:17][Si:14]([CH3:13])([CH3:15])[CH3:16])[cH:9][cH:10]2. The reactants are C=O, C1CCOC1, CCN(C(C)C)C(C)C, ClCCl, Cl, O=C(Nc1nc2ccccc2[nH]1)c1nc[nH]c1C(=O)Nc1ccc(OC2CCNCC2)cc1Cl. The product is CN1CCC(Oc2ccc(NC(=O)c3[nH]cnc3C(=O)Nc3nc4ccccc4[nH]3)c(Cl)c2)CC1. RXN SMILES: [CH2:36]=[O:37].[CH2:50]1[O:51][CH2:52][CH2:53][CH2:54]1.[CH:38]([N:39]([CH2:40][CH3:41])[CH:42]([CH3:43])[CH3:44])([CH3:45])[CH3:46].[Cl:47][CH2:48][Cl:49].[ClH:1].[nH:2]1[c:3]([NH:11][C:12](=[O:13])[c:14]2[n:15][cH:16][nH:17][c:18]2[C:19](=[O:20])[NH:21][c:22]2[c:23]([Cl:35])[cH:24][c:25]([O:28][CH:29]3[CH2:30][CH2:31][NH:32][CH2:33][CH2:34]3)[cH:26][cH:27]2)[n:4][c:5]2[c:6]1[cH:7][cH:8][cH:9][cH:10]2>>[nH:2]1[c:3]([NH:11][C:12](=[O:13])[c:14]2[n:15][cH:16][nH:17][c:18]2[C:19](=[O:20])[NH:21][c:22]2[c:23]([Cl:35])[cH:24][c:25]([O:28][CH:29]3[CH2:30][CH2:31][N:32]([CH3:38])[CH2:33][CH2:34]3)[cH:26][cH:27]2)[n:4][c:5]2[c:6]1[cH:7][cH:8][cH:9][cH:10]2.